This data is from the Open Reaction Database (ORD), a public repository of structured organic reaction records. The task is: describe an organic reaction: reactants, conditions, products, and yield The reactants are C(C)(C)(C)C1=CC=C(C=C1)S(=O)(=O)N(C1=CC(=CC=C1)N(C)C)CC(=O)O ([(4-tert-butyl-benzenesulfonyl)-(3-dimethylamino-phenyl)-amino]-acetic acid), C(C)NCC1=NC2=CC=CC=C2C=C1 (ethyl-quinolin-2-ylmethyl-amine). The product is C(C)(C)(C)C1=CC=C(C=C1)S(=O)(=O)N(CC(=O)N(CC1=NC2=CC=CC=C2C=C1)CC)C1=CC(=CC=C1)N(C)C (2-[(4-tert-Butyl-benzenesulfonyl)-(3-dimethylamino-phenyl)-amino]-N-ethyl-N-quinolin-2-ylmethyl-acetamide). As a reaction SMILES: [C:1]([C:5]1[CH:10]=[CH:9][C:8]([S:11]([N:14]([CH2:24][C:25](O)=[O:26])[C:15]2[CH:20]=[CH:19][CH:18]=[C:17]([N:21]([CH3:23])[CH3:22])[CH:16]=2)(=[O:13])=[O:12])=[CH:7][CH:6]=1)([CH3:4])([CH3:3])[CH3:2].[CH2:28]([NH:30][CH2:31][C:32]1[CH:41]=[CH:40][C:39]2[C:34](=[CH:35][CH:36]=[CH:37][CH:38]=2)[N:33]=1)[CH3:29]>>[C:1]([C:5]1[CH:6]=[CH:7][C:8]([S:11]([N:14]([C:15]2[CH:20]=[CH:19][CH:18]=[C:17]([N:21]([CH3:23])[CH3:22])[CH:16]=2)[CH2:24][C:25]([N:30]([CH2:28][CH3:29])[CH2:31][C:32]2[CH:41]=[CH:40][C:39]3[C:34](=[CH:35][CH:36]=[CH:37][CH:38]=3)[N:33]=2)=[O:26])(=[O:13])=[O:12])=[CH:9][CH:10]=1)([CH3:3])([CH3:2])[CH3:4]. Procedure: prepared by reaction of [(4-tert-butyl-benzenesulfonyl)-(3-dimethylamino-phenyl)-amino]-acetic acid with ethyl-quinolin-2-ylmethyl-amine RXN SMILES: [Br:1][c:2]1[cH:3][n:4]([CH:12]2[CH2:13][O:14][CH2:15]2)[c:5]2[n:6][cH:7][n:8][c:9]([NH2:11])[c:10]12.[CH2:47]1[O:48][CH2:49][CH2:50][O:51][CH2:52]1.[CH3:16][C:17]1([CH3:18])[C:19]([CH3:20])([CH3:21])[O:22][B:23]([c:24]2[cH:25][c:26]3[c:30]([cH:31][cH:32]2)[N:29]([C:33]([CH2:34][c:35]2[cH:36][c:37]([C:41]([F:42])([F:43])[F:44])[cH:38][cH:39][cH:40]2)=[O:45])[CH2:28][CH2:27]3)[O:46]1.[Na+:57].[O-:53][C:54]([OH:55])=[O:56].[OH2:58].[cH:59]1[cH:60][cH:61][c:62]([P:63]([Pd:64]([P:65]([c:66]2[cH:67][cH:68][cH:69][cH:70][cH:71]2)([c:72]2[cH:73][cH:74][cH:75][cH:76][cH:77]2)[c:78]2[cH:79][cH:80][cH:81][cH:82][cH:83]2)([P:84]([c:85]2[cH:86][cH:87][cH:88][cH:89][cH:90]2)([c:91]2[cH:92][cH:93][cH:94][cH:95][cH:96]2)[c:97]2[cH:98][cH:99][cH:100][cH:101][cH:102]2)[P:103]([c:104]2[cH:105][cH:106][cH:107][cH:108][cH:109]2)([c:110]2[cH:111][cH:112][cH:113][cH:114][cH:115]2)[c:116]2[cH:117][cH:118][cH:119][cH:120][cH:121]2)([c:122]2[cH:123][cH:124][cH:125][cH:126][cH:127]2)[c:128]2[cH:129][cH:130][cH:131][cH:132][cH:133]2)[cH:134][cH:135]1>>[c:2]1(-[c:24]2[cH:25][c:26]3[c:30]([cH:31][cH:32]2)[N:29]([C:33]([CH2:34][c:35]2[cH:36][c:37]([C:41]([F:42])([F:43])[F:44])[cH:38][cH:39][cH:40]2)=[O:45])[CH2:28][CH2:27]3)[cH:3][n:4]([CH:12]2[CH2:13][O:14][CH2:15]2)[c:5]2[n:6][cH:7][n:8][c:9]([NH2:11])[c:10]12. Reactants: Nc1ncnc2c1c(Br)cn2C1COC1, C1COCCO1, CC1(C)OB(c2ccc3c(c2)CCN3C(=O)Cc2cccc(C(F)(F)F)c2)OC1(C)C, [Na+], O=C([O-])O, O, c1ccc(P(c2ccccc2)(c2ccccc2)[Pd](P(c2ccccc2)(c2ccccc2)c2ccccc2)(P(c2ccccc2)(c2ccccc2)c2ccccc2)P(c2ccccc2)(c2ccccc2)c2ccccc2)cc1. Product: Nc1ncnc2c1c(-c1ccc3c(c1)CCN3C(=O)Cc1cccc(C(F)(F)F)c1)cn2C1COC1. The reactants are ClC1=CC=C(C=C1)C1NC(C=2N(N=C(C21)COC)C2CC2)=O (4-(4-chlorophenyl)-1-cyclopropyl-3-(methoxymethyl)-4,5-dihydropyrrolo[3,4-c]pyrazol-6(1H)-one), BrC=1C=C(C=2N(C1)C(=NN2)C)C (6-bromo-3,8-dimethyl-[1,2,4]triazolo[4,3-a]pyridine). Conditions: temperature 110 celsius, time 16 hour. Yields the product ClC1=CC=C(C=C1)C1N(C(C=2N(N=C(C21)COC)C2CC2)=O)C=2C=C(C=1N(C2)C(=NN1)C)C (4-(4-chlorophenyl)-1-cyclopropyl-5-(3,8-dimethyl-[1,2,4]triazolo[4,3-a]pyridin-6-yl)-3-(methoxymethyl)-4,5-dihydropyrrolo[3,4-c]pyrazol-6(1H)-one). RXN SMILES: [Cl:1][C:2]1[CH:7]=[CH:6][C:5]([CH:8]2[C:15]3[C:14]([CH2:16][O:17][CH3:18])=[N:13][N:12]([CH:19]4[CH2:21][CH2:20]4)[C:11]=3[C:10](=[O:22])[NH:9]2)=[CH:4][CH:3]=1.Br[C:24]1[CH:25]=[C:26]([CH3:34])[C:27]2[N:28]([C:30]([CH3:33])=[N:31][N:32]=2)[CH:29]=1>>[Cl:1][C:2]1[CH:7]=[CH:6][C:5]([CH:8]2[C:15]3[C:14]([CH2:16][O:17][CH3:18])=[N:13][N:12]([CH:19]4[CH2:20][CH2:21]4)[C:11]=3[C:10](=[O:22])[N:9]2[C:24]2[CH:25]=[C:26]([CH3:34])[C:27]3[N:28]([C:30]([CH3:33])=[N:31][N:32]=3)[CH:29]=2)=[CH:4][CH:3]=1. Procedure details: The title compound was prepared using an analogous procedure to that described in Example 23 using 4-(4-chlorophenyl)-1-cyclopropyl-3-(methoxymethyl)-4,5-dihydropyrrolo[3,4-c]pyrazol-6(1H)-one (Step 130.4) and 6-bromo-3,8-dimethyl-[1,2,4]triazolo[4,3-a]pyridine (Step 130.6). The reaction mixture was stirred for 16 h at 110° C. After purification by silica gel column chromatography (CH2Cl2/MeOH 1-5.5%), the resulting residue was purified by SFC (column: PPU, 25 cm, Ø 3 cm, 5 μm, 100 Å; gradient: ...